This data is from the Open Reaction Database (ORD), a public repository of structured organic reaction records. The task is: describe an organic reaction: reactants, conditions, products, and yield Starting materials: ClCCl, COC(=O)c1ccc(S(C)(=O)=O)c(C(=O)Cl)c1Cl, NN, O. Yields the product COC(=O)c1ccc(S(C)(=O)=O)c(C(=O)NN)c1Cl. Reaction SMILES: [CH2:22]([Cl:23])[Cl:24].[Cl:1][c:2]1[c:3]([C:4](=[O:5])[O:6][CH3:7])[cH:8][cH:9][c:10]([S:15](=[O:16])(=[O:17])[CH3:18])[c:11]1[C:12](=[O:13])[Cl:14].[NH2:20][NH2:21].[OH2:19]>>[Cl:1][c:2]1[c:3]([C:4](=[O:5])[O:6][CH3:7])[cH:8][cH:9][c:10]([S:15](=[O:16])(=[O:17])[CH3:18])[c:11]1[C:12](=[O:13])[NH:20][NH2:21]. Reactants: alcohol-amine, OCC1CCC2N(CCNC2)C1 (Racemic (7R*,9aS*)-Perhydro-7-(hydroxymethyl)-1H-pyrido[1,2-a]pyrazine), ClC1=NOC2=C1C=CC(=C2)Cl (3,6-dichlorobenzo[d]isoxazole). Product: ClC1=CC2=C(C(=NO2)N2CC3N(CC2)CC(CC3)CO)C=C1 (Racemic (7R*,9aS*)-2-(6-Chlorobenzo[d]-isoxazol-3-yl)perhydro-7-(hydroxymethyl)-1H-pyrido[1,2-a]pyrazine). Yield: 53.8%. Reaction SMILES: [OH:1][CH2:2][CH:3]1[CH2:12][N:7]2[CH2:8][CH2:9][NH:10][CH2:11][CH:6]2[CH2:5][CH2:4]1.Cl[C:14]1[C:18]2[CH:19]=[CH:20][C:21]([Cl:23])=[CH:22][C:17]=2[O:16][N:15]=1>>[Cl:23][C:21]1[CH:20]=[CH:19][C:18]2[C:14]([N:10]3[CH2:9][CH2:8][N:7]4[CH2:12][CH:3]([CH2:2][OH:1])[CH2:4][CH2:5][CH:6]4[CH2:11]3)=[N:15][O:16][C:17]=2[CH:22]=1. Procedure details: By the method of Example 4, the alcohol-amine title product of Example 3 (203 mg, 1.19 mmol) and 3,6-dichlorobenzo[d]isoxazole were converted into present title product (206 mg, 53.8% yield) isolated as a pale yellow amorphous solid. In this product the 7and 9a-hydrogen substitutents remain trans. TLC Rf (methylene chloride/methanol=9:1 in volume; potassium permanganate spray): 0.41. 13CNMR (CDCl3) delta 164.2, 160.6, 136.1, 123.3, 122.8, 114.9, 110.8, 65.9, 60.2, 58.7, 54.1, 53.4, 48.0, 39.0, 2... Starting materials: CC(=O)O, C1CCOC1, CN1CCOCC1, COC(=O)C(N)Cc1ccccc1, CCOC(C)=O, CC(C)COC(=O)Cl, Cl, O=C1CCC(C(=O)O)N1, CN(C)C=O, CN(C)C=O. Yields the product COC(=O)C(Cc1ccccc1)NC(=O)C1CCC(=O)N1. RXN SMILES: [C:60]([OH:61])(=[O:62])[CH3:63].[CH2:39]1[O:40][CH2:41][CH2:42][CH2:43]1.[CH3:1][N:2]1[CH2:3][CH2:4][O:5][CH2:6][CH2:7]1.[CH3:26][O:27][C:28]([CH:29]([NH2:30])[CH2:31][c:32]1[cH:33][cH:34][cH:35][cH:36][cH:37]1)=[O:38].[CH3:54][CH2:55][O:56][C:57]([CH3:58])=[O:59].[Cl:8][C:9]([O:10][CH2:11][CH:12]([CH3:13])[CH3:14])=[O:15].[ClH:25].[NH:16]1[CH:17]([C:22](=[O:23])[OH:24])[CH2:18][CH2:19][C:20]1=[O:21].[O:44]=[CH:45][N:46]([CH3:47])[CH3:48].[O:49]=[CH:50][N:51]([CH3:52])[CH3:53]>>[NH:16]1[CH:17]([C:22](=[O:24])[NH:30][CH:29]([C:28]([O:27][CH3:26])=[O:38])[CH2:31][c:32]2[cH:33][cH:34][cH:35][cH:36][cH:37]2)[CH2:18][CH2:19][C:20]1=[O:21]. Reaction SMILES: [Cl:14][c:15]1[cH:16][cH:17][c:18](-[n:19]2[c:20](=[O:21])[n:22]([CH:27]([C:28]3([c:31]4[c:32]([F:38])[cH:33][c:34]([F:37])[cH:35][cH:36]4)[CH2:29][O:30]3)[CH3:39])[cH:23][n:24]2)[cH:25][cH:26]1.[Cl:1][c:2]1[cH:3][cH:4][c:5](-[n:8]2[n:9][cH:10][nH:11][c:12]2=[O:13])[cH:6][cH:7]1>>[Cl:1][c:2]1[cH:3][cH:4][c:5](-[n:8]2[n:9][cH:10][n:11][c:12]2[O:13][CH:27]([C:28]2([c:31]3[c:32]([F:38])[cH:33][c:34]([F:37])[cH:35][cH:36]3)[CH2:29][O:30]2)[CH3:39])[cH:6][cH:7]1. Reactants: CC(n1cnn(-c2ccc(Cl)cc2)c1=O)C1(c2ccc(F)cc2F)CO1, O=c1[nH]cnn1-c1ccc(Cl)cc1. Yields the product CC(Oc1ncnn1-c1ccc(Cl)cc1)C1(c2ccc(F)cc2F)CO1. Reactants: BrC1=CC(=C(O1)C)C=O (5-bromo-2-methylfuran-3-carbaldehyde), COC(=O)C=1C=C(C=CC1)B(O)O (3-methoxycarbonylphenylboronic acid), C([O-])([O-])=O.[Na+].[Na+] (sodium carbonate), COCCOC (1,2-dimethoxyethane). The reagents and catalysts are C=1C=CC(=CC1)[P](C=2C=CC=CC2)(C=3C=CC=CC3)[Pd]([P](C=4C=CC=CC4)(C=5C=CC=CC5)C=6C=CC=CC6)([P](C=7C=CC=CC7)(C=8C=CC=CC8)C=9C=CC=CC9)[P](C=1C=CC=CC1)(C=1C=CC=CC1)C=1C=CC=CC1 (tetrakis(triphenylphosphine)palladium(0)). Run in O (water). Reaction conditions: time 8 hour. The product is C(=O)C=1C=C(OC1C)C=1C=C(C(=O)OC)C=CC1 (methyl 3-(4-formyl-5-methylfuran-2-yl)benzoate). The yield is 85.5%. As a reaction SMILES: Br[C:2]1[O:6][C:5]([CH3:7])=[C:4]([CH:8]=[O:9])[CH:3]=1.[CH3:10][O:11][C:12]([C:14]1[CH:15]=[C:16](B(O)O)[CH:17]=[CH:18][CH:19]=1)=[O:13].C(=O)([O-])[O-].[Na+].[Na+].COCCOC>C1C=CC([P]([Pd]([P](C2C=CC=CC=2)(C2C=CC=CC=2)C2C=CC=CC=2)([P](C2C=CC=CC=2)(C2C=CC=CC=2)C2C=CC=CC=2)[P](C2C=CC=CC=2)(C2C=CC=CC=2)C2C=CC=CC=2)(C2C=CC=CC=2)C2C=CC=CC=2)=CC=1.O>[CH:8]([C:4]1[CH:3]=[C:2]([C:18]2[CH:19]=[C:14]([CH:15]=[CH:16][CH:17]=2)[C:12]([O:11][CH3:10])=[O:13])[O:6][C:5]=1[CH3:7])=[O:9] |f:2.3.4,^1:38,40,59,78|. Reported procedure: A mixture of 5-bromo-2-methylfuran-3-carbaldehyde (1.9 g), 3-methoxycarbonylphenylboronic acid (2.2 g), tetrakis(triphenylphosphine)palladium(0) (0.6 g), 2N aqueous sodium carbonate solution (12 mL) and 1,2-dimethoxyethane (20 mL) was stirred overnight with refluxing under an argon atmosphere. The reaction mixture was poured into water, and the mixture was extracted with ethyl acetate. The organic layer was washed with saturated brine, and dried over magnesium sulfate. The solvent was evaporated... Starting materials: [Al+3], C1CCOC1, [H-], [H-], [H-], [H-], [Li+], CC(C)(C)OC(=O)N1CC=C(c2cc(N)cc(C(F)(F)F)c2)CC1, O. Yields the product CN1CC=C(c2cc(N)cc(C(F)(F)F)c2)CC1. As a reaction SMILES: [Al+3:2].[CH2:32]1[O:33][CH2:34][CH2:35][CH2:36]1.[H-:1].[H-:4].[H-:5].[H-:6].[Li+:3].[NH2:7][c:8]1[cH:9][c:10]([C:18]2=[CH:19][CH2:20][N:21]([C:24]([O:25][C:26]([CH3:27])([CH3:28])[CH3:29])=[O:30])[CH2:22][CH2:23]2)[cH:11][c:12]([C:14]([F:15])([F:16])[F:17])[cH:13]1.[OH2:31]>>[NH2:7][c:8]1[cH:9][c:10]([C:18]2=[CH:19][CH2:20][N:21]([CH3:24])[CH2:22][CH2:23]2)[cH:11][c:12]([C:14]([F:15])([F:16])[F:17])[cH:13]1.